Dataset: the Open Reaction Database (ORD), a public repository of structured organic reaction records. Task: describe an organic reaction: reactants, conditions, products, and yield The reactants are CCN(C(C)C)C(C)C (DIEA), N([C@H](CC1=CC=C(C=C1)Cl)C(=O)O)C(=O)OC(C)(C)C (Boc-p-Cl-D-Phe-OH), CCN=C=NCCCN(C)C.CI (1-(3-dimethylaminopropyl)-3-ethylcarbodiimide methiodide), C1=CC2=C(N=C1)N(N=N2)O (HOAT), XIX, CN(C1=C(C=CC=C1)N1CCN(CC1)C(=O)OC(C)(C)C)S(=O)(=O)C (tert-butyl 4-{2-[methyl(methylsulfonyl)amino]phenyl}piperazine-carboxylate), Cl (HCl), crude material. The solvent is CN(C)C=O (DMF), CCOC(=O)C (EtOAc), CCOC(=O)C (EtOAc). Product: ClC1=CC=C(C=C1)C[C@H](C(=O)N1CCN(CC1)C1=C(C=CC=C1)N(S(=O)(=O)C)C)NC(=O)OC(C)(C)C (N-[(1R)-1-[(4-chlorophenyl)methyl]-2-(4-{2-[methyl-(methylsulfonyl)amino]phenyl}piperazinyl)-2-oxoethyl]-(tert-butoxy)carboxamide). The yield is 31.2%. RXN SMILES: [CH3:1][N:2]([S:22]([CH3:25])(=[O:24])=[O:23])[C:3]1[CH:8]=[CH:7][CH:6]=[CH:5][C:4]=1[N:9]1[CH2:14][CH2:13][N:12](C(OC(C)(C)C)=O)[CH2:11][CH2:10]1.Cl.CCN(C(C)C)C(C)C.[NH:36]([C:49]([O:51][C:52]([CH3:55])([CH3:54])[CH3:53])=[O:50])[C@@H:37]([C:46](O)=[O:47])[CH2:38][C:39]1[CH:44]=[CH:43][C:42]([Cl:45])=[CH:41][CH:40]=1.CCN=C=NCCCN(C)C.CI.C1C=NC2N(O)N=NC=2C=1>CCOC(C)=O.CN(C=O)C>[Cl:45][C:42]1[CH:43]=[CH:44][C:39]([CH2:38][C@@H:37]([NH:36][C:49]([O:51][C:52]([CH3:55])([CH3:54])[CH3:53])=[O:50])[C:46]([N:12]2[CH2:13][CH2:14][N:9]([C:4]3[CH:5]=[CH:6][CH:7]=[CH:8][C:3]=3[N:2]([CH3:1])[S:22]([CH3:25])(=[O:24])=[O:23])[CH2:10][CH2:11]2)=[O:47])=[CH:40][CH:41]=1 |f:4.5|. Procedure details: tert-Butyl 4-{2-[methyl(methylsulfonyl)amino]phenyl}piperazinecarboxylate (Step 1) (700 mg, 1.9 mmol) was stirred with 25 mL of HCl satd EtOAc. The resulting crude material was diluted with EtOAc and washed with a satd NaHCO3 soln. The organic layer was separated, dried over Na2SO4, filtered and concentrated in vacuo. This material was treated with DIEA (400 μl, 2.295 mmol), Boc-p-Cl-D-Phe-OH (672 mg, 2.241 mmol), 1-(3-dimethylaminopropyl)-3-ethylcarbodiimide methiodide (1.25 g, 4.206 mmol), HOA... The reactants are FC=1C=C(C(=O)NCCC(C(=O)OC(C)(C)C)C2(C(N(CC2)CCC2=CC=CC=C2)=O)CCCO)C=CC1F (tert-butyl α-[2-[(3,4-difluorobenzoyl)amino]ethyl]-3-(3-hydroxypropyl)-2-oxo-1-(2-phenylethyl)-3-pyrrolidineacetate), C(=O)(C(F)(F)F)O (TFA). The solvent is ClCl (Cl2). Reaction conditions: temperature 0 celsius, time 2 hour. The product is FC=1C=C(C(=O)NCCC(C(=O)O)C2(C(N(CC2)CCC2=CC=CC=C2)=O)CCCO)C=CC1F (α-[2-[(3,4-Difluorobenzoyl)amino]ethyl]-3-(3-hydroxypropyl)-2-oxo-1-(2-phenylethyl)-3-pyrrolidineacetic acid). Reaction SMILES: [F:1][C:2]1[CH:3]=[C:4]([CH:36]=[CH:37][C:38]=1[F:39])[C:5]([NH:7][CH2:8][CH2:9][CH:10]([C:18]1([CH2:32][CH2:33][CH2:34][OH:35])[CH2:22][CH2:21][N:20]([CH2:23][CH2:24][C:25]2[CH:30]=[CH:29][CH:28]=[CH:27][CH:26]=2)[C:19]1=[O:31])[C:11]([O:13]C(C)(C)C)=[O:12])=[O:6].C(O)(C(F)(F)F)=O>ClCl>[F:1][C:2]1[CH:3]=[C:4]([CH:36]=[CH:37][C:38]=1[F:39])[C:5]([NH:7][CH2:8][CH2:9][CH:10]([C:18]1([CH2:32][CH2:33][CH2:34][OH:35])[CH2:22][CH2:21][N:20]([CH2:23][CH2:24][C:25]2[CH:26]=[CH:27][CH:28]=[CH:29][CH:30]=2)[C:19]1=[O:31])[C:11]([OH:13])=[O:12])=[O:6]. Procedure details: A cold (0° C.) solution of tert-butyl α-[2-[(3,4-difluorobenzoyl)amino]ethyl]-3-(3-hydroxypropyl)-2-oxo-1-(2-phenylethyl)-3-pyrrolidineacetate (655 mg, 1.20 mmol) in CH2 Cl2 (3 mL) is treated with TFA (2 mL) and maintained at 0° C. for 30 min. The ice bath is removed, and after 2 hours, the solution is diluted with CH2Cl2 and concentrated (3×). The residual oil is diluted with H2O (10 mL) and extracted into CH2Cl2 (3×50 mL). The extracts are combined, dried over anhydrous MgSO4, filtered, and co...